From a dataset of the Open Reaction Database (ORD), a public repository of structured organic reaction records. describe an organic reaction: reactants, conditions, products, and yield Starting materials: CN1CCNCC1, CCO, Nc1cc(Cl)ccc1[N+](=O)[O-]. Product: CN1CCN(c2ccc([N+](=O)[O-])c(N)c2)CC1. As a reaction SMILES: [CH3:12][N:13]1[CH2:14][CH2:15][NH:16][CH2:17][CH2:18]1.[CH3:19][CH2:20][OH:21].[Cl:1][c:2]1[cH:3][cH:4][c:5]([N+:9](=[O:10])[O-:11])[c:6]([NH2:7])[cH:8]1>>[c:2]1([N:16]2[CH2:15][CH2:14][N:13]([CH3:12])[CH2:18][CH2:17]2)[cH:3][cH:4][c:5]([N+:9](=[O:10])[O-:11])[c:6]([NH2:7])[cH:8]1. The reactants are Cl.ClCC1=NC=CC(=C1)SCC=1SC=CC1 (2-Chloromethyl-4-(2-thienylmethylthio)-pyridine hydrochloride), SC1=NC2=C(N1)C=CC=C2 (2-mercapto-1H-benzimidazole), [OH-].[Na+] (sodium hydroxide), C(C)O (ethanol). Product: COC=1C(=NC=CC1SCC=1SC=CC1)CSC1=NC2=C(N1)C=CC=C2 (2-{[[3-Methoxy-4-(2-thienylmethylthio]-2-pyridinyl]methyl]thio}-1H-benzimidazole). The yield is 69.0%. Reaction SMILES: Cl.Cl[CH2:3][C:4]1[CH:9]=[C:8]([S:10][CH2:11][C:12]2[S:13][CH:14]=[CH:15][CH:16]=2)[CH:7]=[CH:6][N:5]=1.[SH:17][C:18]1[NH:22][C:21]2[CH:23]=[CH:24][CH:25]=[CH:26][C:20]=2[N:19]=1.[OH-].[Na+].[CH2:29]([OH:31])C>>[CH3:29][O:31][C:9]1[C:4]([CH2:3][S:17][C:18]2[NH:22][C:21]3[CH:23]=[CH:24][CH:25]=[CH:26][C:20]=3[N:19]=2)=[N:5][CH:6]=[CH:7][C:8]=1[S:10][CH2:11][C:12]1[S:13][CH:14]=[CH:15][CH:16]=1 |f:0.1,3.4|. Reported procedure: 2-Chloromethyl-4-(2-thienylmethylthio)-pyridine hydrochloride, 2-mercapto-1H-benzimidazole and sodium hydroxide are reacted in ethanol at 60° C. for 5 h. After crystallization from toluene/methanol, the title compound is isolated. Yield: 69%, m.p. 221°-222° C. (decomp.). 9. 2-{[[4-(2-Furylmethylthio)-2-pyridinyl]methyl]thio}-1H-benzimidazole Reactants: CC#N, CS(=O)(=O)OCCC1(c2ccc(Cl)c(Cl)c2)CCN(C(=O)Cc2c(F)cccc2Cl)C1, C1CCC(N2CCNCC2)CC1. Product: O=C(Cc1c(F)cccc1Cl)N1CCC(CCN2CCN(C3CCCCC3)CC2)(c2ccc(Cl)c(Cl)c2)C1. As a reaction SMILES: [C:44](#[N:45])[CH3:46].[CH3:13][S:14]([O:15][CH2:18][CH2:19][C:20]1([c:36]2[cH:37][c:38]([Cl:43])[c:39]([Cl:42])[cH:40][cH:41]2)[CH2:21][N:22]([C:25]([CH2:26][c:27]2[c:28]([Cl:34])[cH:29][cH:30][cH:31][c:32]2[F:33])=[O:35])[CH2:23][CH2:24]1)(=[O:16])=[O:17].[CH:1]1([N:7]2[CH2:8][CH2:9][NH:10][CH2:11][CH2:12]2)[CH2:2][CH2:3][CH2:4][CH2:5][CH2:6]1>>[CH:1]1([N:7]2[CH2:8][CH2:9][N:10]([CH2:18][CH2:19][C:20]3([c:36]4[cH:37][c:38]([Cl:43])[c:39]([Cl:42])[cH:40][cH:41]4)[CH2:21][N:22]([C:25]([CH2:26][c:27]4[c:28]([Cl:34])[cH:29][cH:30][cH:31][c:32]4[F:33])=[O:35])[CH2:23][CH2:24]3)[CH2:11][CH2:12]2)[CH2:2][CH2:3][CH2:4][CH2:5][CH2:6]1.